This data is from the Open Reaction Database (ORD), a public repository of structured organic reaction records. The task is: describe an organic reaction: reactants, conditions, products, and yield Reactants: BrC1=C2C(=NC=C1)N(C=C2)S(=O)(=O)C2=CC=C(C)C=C2 (4-bromo-1-tosyl-1H-pyrrolo[2,3-b]pyridine), C(C)(C)[N-]C(C)C.[Li+] (lithium diisopropylamide), II (iodine). Solvent: O1CCCC1 (tetrahydrofuran), O1CCCC1 (tetrahydrofuran). Reaction conditions: temperature -78 celsius, time 1 hour. Product: BrC1=C2C(=NC=C1)N(C(=C2)I)S(=O)(=O)C2=CC=C(C)C=C2 (4-bromo-2-iodo-1-tosyl-1H-pyrrolo[2,3-b]pyridine). As a reaction SMILES: [Br:1][C:2]1[CH:7]=[CH:6][N:5]=[C:4]2[N:8]([S:11]([C:14]3[CH:20]=[CH:19][C:17]([CH3:18])=[CH:16][CH:15]=3)(=[O:13])=[O:12])[CH:9]=[CH:10][C:3]=12.C([N-]C(C)C)(C)C.[Li+].[I:29]I>O1CCCC1>[Br:1][C:2]1[CH:7]=[CH:6][N:5]=[C:4]2[N:8]([S:11]([C:14]3[CH:20]=[CH:19][C:17]([CH3:18])=[CH:16][CH:15]=3)(=[O:13])=[O:12])[C:9]([I:29])=[CH:10][C:3]=12 |f:1.2|. Procedure details: To a solution of Example 220A (25 g, 71.2 mmol) in tetrahydrofuran (600 mL) at −78° C. was added slowly 2M lithium diisopropylamide (39.1 mL, 78 mmol) and the mixture was stirred at −78° C. for 1 hour. A solution of iodine (19.87 g, 78 mmol) in tetrahydrofuran (100 mL) was added slowly and the reaction was allowed to warm to room temperature gradually. The reaction mixture was stirred at room temperature for 3 hours and was quenched with saturated aqueous sodium thiosulfate, water and ethyl acet... Starting materials: [Cl-].[NH4+] (ammonium chloride), C(=O)(Cl)Cl (phosgene), C(=O)(Cl)Cl (phosgene), NC=1C(=C(C=C(C1)OCC1=CC=CC=C1)C(C)=O)O (1-(3-amino-5-benzyloxy-2-hydroxyphenyl)ethanone), Cl (hydrochloric acid). The solvent is C(C)N(CC)CC (triethylamine), C(C)N(CC)CC (triethylamine), C1(=CC=CC=C1)C (toluene), ClCCl (dichloromethane). Run at time 1 hour. Product: C(C)(=O)C1=CC(=CC=2NC(OC21)=O)OCC2=CC=CC=C2 (7-acetyl-5-benzyloxy-3H-benzooxazol-2-one). As a reaction SMILES: [C:1](Cl)(Cl)=[O:2].[NH2:5][C:6]1[C:7]([OH:23])=[C:8]([C:20](=[O:22])[CH3:21])[CH:9]=[C:10]([O:12][CH2:13][C:14]2[CH:19]=[CH:18][CH:17]=[CH:16][CH:15]=2)[CH:11]=1.[Cl-].[NH4+].Cl>C1(C)C=CC=CC=1.ClCCl.C(N(CC)CC)C>[C:20]([C:8]1[C:7]2[O:23][C:1](=[O:2])[NH:5][C:6]=2[CH:11]=[C:10]([O:12][CH2:13][C:14]2[CH:19]=[CH:18][CH:17]=[CH:16][CH:15]=2)[CH:9]=1)(=[O:22])[CH3:21] |f:2.3|. Procedure details: 51.1 mL (97.04 mmol) of a phosgene solution (20% by weight in toluene) are added at 0° C. to a solution of 22.7 g (88.22 mmol) of 1-(3-amino-5-benzyloxy-2-hydroxyphenyl)ethanone in toluene (200 mL). Then 30.7 mL (220.6 mmol) of triethylamine is added dropwise such that the temperature does not exceed 5° C. After 1 hour stirring at ambient temperature, a further 4.6 mL of phosgene solution and 12 mL of triethylamine are added at 0° C. The mixture is stirred for 1 hour at ambient temperature, dilu... Reactants: BrC=1C=C(C=CC1)C1=NN(C(=C1)OC1=CC=C(C=C1)C(F)(F)F)CCO (2-{3-(3-bromophenyl)-5-[4-(trifluoromethyl)phenoxy]-1H-pyrazol-1-yl}ethanol), N1=C(C=CC=C1C)C (2,6-lutidine), O(S(=O)(=O)C(F)(F)F)[Si](C)(C)C(C)(C)C (TBDMS triflate). The solvent is C(Cl)Cl (CH2Cl2), C(Cl)Cl (CH2Cl2). Conditions: time 30 minute. The product is BrC=1C=C(C=CC1)C1=NN(C(=C1)OC1=CC=C(C=C1)C(F)(F)F)CCO[Si](C)(C)C(C)(C)C (2-{3-(3-bromophenyl)-5-[4-(trifluoromethyl)phenoxy]-1H-pyrazol-1-yl}-1-(tert-butyldimethylsilyloxy)ethane). Reaction SMILES: [Br:1][C:2]1[CH:3]=[C:4]([C:8]2[CH:12]=[C:11]([O:13][C:14]3[CH:19]=[CH:18][C:17]([C:20]([F:23])([F:22])[F:21])=[CH:16][CH:15]=3)[N:10]([CH2:24][CH2:25][OH:26])[N:9]=2)[CH:5]=[CH:6][CH:7]=1.N1C(C)=CC=CC=1C.O([Si:43]([C:46]([CH3:49])([CH3:48])[CH3:47])([CH3:45])[CH3:44])S(C(F)(F)F)(=O)=O>C(Cl)Cl>[Br:1][C:2]1[CH:3]=[C:4]([C:8]2[CH:12]=[C:11]([O:13][C:14]3[CH:15]=[CH:16][C:17]([C:20]([F:22])([F:23])[F:21])=[CH:18][CH:19]=3)[N:10]([CH2:24][CH2:25][O:26][Si:43]([C:46]([CH3:49])([CH3:48])[CH3:47])([CH3:45])[CH3:44])[N:9]=2)[CH:5]=[CH:6][CH:7]=1. Procedure: A stirred solution of 2-{3-(3-bromophenyl)-5-[4-(trifluoromethyl)phenoxy]-1H-pyrazol-1-yl}ethanol (7.6 g, 18 mmol) and 2,6-lutidine (6.2 mL, 53 mmol) in 40 mL of CH2Cl2 under an argon atmosphere was cooled in an ice bath. TBDMS triflate (7.1 g, 27 mmol) was added dropwise and the mixture was stirred for 30 min. The mixture was diluted with CH2Cl2 and washed with saturated aqueous NaHCO3, water, brine, then dried over Na2SO4, filtered, and the solvents were removed under reduced pressure. The res... Reactants: NC=1C=C2C(CC3(C2=CC1)CCCC3)=O (5'-amino-spiro(cyclopentane-1,1'-indan)-3'-one), sulphoric acid, ice, [N+](=O)([O-])[O-].[Na+] (sodium nitrate). The solvent is O (water). Yields the product OC=1C=C2C(CC3(C2=CC1)CCCC3)=O (5'-hydroxy-spiro(cyclopentane-1,1'-indan)-3'-one). Yield: 98.9%. Reaction SMILES: N[C:2]1[CH:3]=[C:4]2[C:8](=[CH:9][CH:10]=1)[C:7]1([CH2:14][CH2:13][CH2:12][CH2:11]1)[CH2:6][C:5]2=[O:15].[N+]([O-])([O-])=[O:17].[Na+]>O>[OH:17][C:2]1[CH:3]=[C:4]2[C:8](=[CH:9][CH:10]=1)[C:7]1([CH2:14][CH2:13][CH2:12][CH2:11]1)[CH2:6][C:5]2=[O:15] |f:1.2|. Procedure details: A mixture of 5'-amino-spiro(cyclopentane-1,1'-indan)-3'-one (20.1 g; 0.1 mole) 2 N sulphoric acid (150 ml) and ice (30 g) is diazotised at about +5° C. with a solution of sodium nitrate (11 g) in water (25 ml). The solution is filtrated and poured in boiling mixture of 100 ml of water and 10 ml of conc. sulphuric acid. The boiling is continued until the development of nitrogen gas ceases, after which the mixture is chilled and the solid, dark brown substance is filtered off. After drying there a... The reactants are NC1=NC=CC=C1C1=CC=C(C=C1)O (4-(2-aminopyridin-3-yl)phenol), ClC1=CC(=CC=C1)I (1-chloro-3-iodobenzene), N1=C(C=CC=C1)C (picoline), P(=O)([O-])([O-])[O-].[K+].[K+].[K+] (tripotassium phosphate). Reagents/catalysts: [Cu]I (copper (I) iodide). Solvent: CS(=O)C (DMSO), O (water). Reaction conditions: temperature 120 celsius, time 4 hour. Product: ClC=1C=C(OC2=CC=C(C=C2)C=2C(=NC=CC2)N)C=CC1 (3-(4-(3-chlorophenoxy)phenyl)pyridin-2-amine). Isolated yield 48.2%. RXN SMILES: [NH2:1][C:2]1[C:7]([C:8]2[CH:13]=[CH:12][C:11]([OH:14])=[CH:10][CH:9]=2)=[CH:6][CH:5]=[CH:4][N:3]=1.[Cl:15][C:16]1[CH:21]=[CH:20][CH:19]=[C:18](I)[CH:17]=1.N1C=CC=CC=1C.P([O-])([O-])([O-])=O.[K+].[K+].[K+]>CS(C)=O.[Cu]I.O>[Cl:15][C:16]1[CH:17]=[C:18]([CH:19]=[CH:20][CH:21]=1)[O:14][C:11]1[CH:12]=[CH:13][C:8]([C:7]2[C:2]([NH2:1])=[N:3][CH:4]=[CH:5][CH:6]=2)=[CH:9][CH:10]=1 |f:3.4.5.6|. Procedure details: To a mixture of 4-(2-aminopyridin-3-yl)phenol (400 mg), 1-chloro-3-iodobenzene (615 mg), picoline acid (52.9 mg) and tripotassium phosphate (1368 mg) in DMSO (6 mL) was added copper (I) iodide (82.0 mg). The reaction mixture was stirred under a nitrogen atmosphere at 120° C. for 4 hr. To the reaction mixture was added water, and the mixture was extracted with ethyl acetate. The extract was washed with saturated brine, dried over anhydrous sodium sulfate, and the solvent was evaporated under redu... Reaction SMILES: [C:1]([N:5]1[C:9]([C:10]2[CH:15]=[CH:14][C:13]([F:16])=[CH:12][CH:11]=2)=[CH:8][C:7]([CH2:17][CH2:18][CH:19]=O)=[N:6]1)([CH3:4])([CH3:3])[CH3:2].[CH3:21][C:22]1[CH:23]=[C:24]([N:29]2[CH2:34][CH2:33][NH:32][CH2:31][CH2:30]2)[CH:25]=[CH:26][C:27]=1[CH3:28].CCN(C(C)C)C(C)C.[BH-](OC(C)=O)(OC(C)=O)OC(C)=O.[Na+]>>[C:1]([N:5]1[C:9]([C:10]2[CH:15]=[CH:14][C:13]([F:16])=[CH:12][CH:11]=2)=[CH:8][C:7]([CH2:17][CH2:18][CH2:19][N:32]2[CH2:33][CH2:34][N:29]([C:24]3[CH:25]=[CH:26][C:27]([CH3:28])=[C:22]([CH3:21])[CH:23]=3)[CH2:30][CH2:31]2)=[N:6]1)([CH3:4])([CH3:3])[CH3:2] |f:3.4|. Procedure: 126 mg (71%) of target compound was obtained by using a method same as in Example 1 by using 3-(1-tert-butyl-5-(4-fluorophenyl)-1H-pyrazol-3-yl)propanal (100 mg, 0.365 mmol), 1-(3,4-dimethylphenyl)piperazine (69 mg, 0.365 mmol), DIPEA (0.1 mL, 0.548 mmol) and NaBH(OAc)3 (232 mg, 1.095 mmol). The product is C(C)(C)(C)N1N=C(C=C1C1=CC=C(C=C1)F)CCCN1CCN(CC1)C1=CC(=C(C=C1)C)C (1-(3-(1-tert-butyl-5-(4-fluorophenyl)-1H-pyrazol-3-yl)propyl)-4-(3,4-dimethylphenyl)piperazine). Reactants: C(C)(C)(C)N1N=C(C=C1C1=CC=C(C=C1)F)CCC=O (3-(1-tert-butyl-5-(4-fluorophenyl)-1H-pyrazol-3-yl)propanal), [BH-](OC(=O)C)(OC(=O)C)OC(=O)C.[Na+] (NaBH(OAc)3), CC=1C=C(C=CC1C)N1CCNCC1 (1-(3,4-dimethylphenyl)piperazine), CCN(C(C)C)C(C)C (DIPEA).